This data is from the Open Reaction Database (ORD), a public repository of structured organic reaction records. The task is: describe an organic reaction: reactants, conditions, products, and yield The reactants are C(C)OC(=O)C=1N(C(=C(C1C1=CC=C(C=C1)OS(=O)(=O)C(F)(F)F)C#N)CC)C (4-cyano-5-ethyl-1-methyl-3-(4-trifluoromethanesulfonyloxyphenyl)-1H-pyrrole-2-carboxylic acid ethyl ester), BrC1=CC=CC=2SC=CC21 (4-bromo-benzo(b)thiophene). The product is C(C)OC(=O)C=1N(C=C(C1C1=CC=C(C=C1)C1=CC=CC=2SC=CC21)C#N)C (3-(4-Benzo(b)thiophene-4-yl-phenyl)-4-cyano-1-methyl-1H-pyrrole-2-carboxylic acid ethyl ester). RXN SMILES: [CH2:1]([O:3][C:4]([C:6]1[N:7]([CH3:29])[C:8](CC)=[C:9]([C:25]#[N:26])[C:10]=1[C:11]1[CH:16]=[CH:15][C:14](OS(C(F)(F)F)(=O)=O)=[CH:13][CH:12]=1)=[O:5])[CH3:2].Br[C:31]1[C:39]2[CH:38]=[CH:37][S:36][C:35]=2[CH:34]=[CH:33][CH:32]=1>>[CH2:1]([O:3][C:4]([C:6]1[N:7]([CH3:29])[CH:8]=[C:9]([C:25]#[N:26])[C:10]=1[C:11]1[CH:16]=[CH:15][C:14]([C:31]2[C:39]3[CH:38]=[CH:37][S:36][C:35]=3[CH:34]=[CH:33][CH:32]=2)=[CH:13][CH:12]=1)=[O:5])[CH3:2]. Procedure details: Prepare the title compound in the manner analogous to the procedure set fourth in example E-222 using 4-cyano-5-ethyl-1-methyl-3-(4-trifluoromethanesulfonyloxyphenyl)—1H-pyrrole-2-carboxylic acid ethyl ester (prepared in example E-97a or 97b) and 4-bromo-benzo(b)thiophene. Purify the material by silica gel chromatography (Chromatotron™) eluting with methylene chloride to provide the title compound a white solid. Mass spectrum (m/e): 415.2 (M*+1). As a reaction SMILES: [CH3:42][OH:43].[CH:1]1([S:4](=[O:5])(=[O:6])[c:7]2[cH:8][cH:9][c:10]([CH:13]([CH2:14][CH:15]3[CH2:16][CH2:17][O:18][CH2:19][CH2:20]3)[c:21]3[cH:22][cH:23][c:24](-[c:26]4[cH:27][cH:28][c:29]([S:32][CH2:33][C:34](=[O:35])[O:36][CH2:37][CH3:38])[cH:30][n:31]4)[nH:25]3)[cH:11][cH:12]2)[CH2:2][CH2:3]1.[ClH:41].[Na+:40].[OH-:39]>>[CH:1]1([S:4](=[O:5])(=[O:6])[c:7]2[cH:8][cH:9][c:10]([CH:13]([CH2:14][CH:15]3[CH2:16][CH2:17][O:18][CH2:19][CH2:20]3)[c:21]3[cH:22][cH:23][c:24](-[c:26]4[cH:27][cH:28][c:29]([S:32][CH2:33][C:34](=[O:35])[OH:36])[cH:30][n:31]4)[nH:25]3)[cH:11][cH:12]2)[CH2:2][CH2:3]1. Product: O=C(O)CSc1ccc(-c2ccc(C(CC3CCOCC3)c3ccc(S(=O)(=O)C4CC4)cc3)[nH]2)nc1. The reactants are CO, CCOC(=O)CSc1ccc(-c2ccc(C(CC3CCOCC3)c3ccc(S(=O)(=O)C4CC4)cc3)[nH]2)nc1, Cl, [Na+], [OH-]. Reactants: ClC1=CC=C(C2=C1CCN(CC2)C)CN (9-chloro-2,3,4,5-tetrahydro-3-methyl-1H-3-benzazepine-6-methanamine), COC1OC(CC1)OC (2,5-dimethoxy-tetrahydrofuran). The solvent is C(C)(=O)O (acetic acid). Reaction conditions: temperature 115 celsius. Product: Cl.ClC1=CC=C(C=2CCN(CCC21)C)CN2C=CC=C2 (6-chloro-2,3,4,5-tetrahydro-3-methyl-9-(1H-pyrrol-1-ylmethyl)-1H-3-benzazepine hydrochloride). As a reaction SMILES: [Cl:1][C:2]1[C:7]2[CH2:8][CH2:9][N:10]([CH3:13])[CH2:11][CH2:12][C:6]=2[C:5]([CH2:14][NH2:15])=[CH:4][CH:3]=1.CO[CH:18]1[CH2:22][CH2:21][CH:20](OC)O1>C(O)(=O)C>[ClH:1].[Cl:1][C:2]1[C:7]2[CH2:8][CH2:9][N:10]([CH3:13])[CH2:11][CH2:12][C:6]=2[C:5]([CH2:14][N:15]2[CH:18]=[CH:22][CH:21]=[CH:20]2)=[CH:4][CH:3]=1 |f:3.4|. Procedure details: A solution of 9-chloro-2,3,4,5-tetrahydro-3-methyl-1H-3-benzazepine-6-methanamine (0.75 g, 3.4 mmol) in acetic acid (6.5 ml) was treated with 2,5-dimethoxy-tetrahydrofuran (0.44 ml, 3.4 mmol) and heated to 115° C. for 1 hour. The mixture was quenched with ice water, basified with 20% sodium hydroxide and extracted with ethyl acetate. The organic phase was washed, dried and concentrated. The residue was triturated with ethyl ether and the residue chromatographed on silica gel eluted with methanol...